From a dataset of the Open Reaction Database (ORD), a public repository of structured organic reaction records. describe an organic reaction: reactants, conditions, products, and yield Reactants: [Na] (sodium), C1=CC(=CC=C1O)C (p-cresol), ClC=1N=NC(=CC1)SCC=C (3-chloro-6-allylthiopyridazine). Reaction conditions: temperature 100 celsius, time 5 hour. Product: CC1=CC=C(OC=2N=NC(=CC2)SCC=C)C=C1 (3-(4-methylphenoxy)-6-allylthiopyridazine). RXN SMILES: [Na].Cl[C:3]1[N:4]=[N:5][C:6]([S:9][CH2:10][CH:11]=[CH2:12])=[CH:7][CH:8]=1.[CH:13]1[C:18]([OH:19])=[CH:17][CH:16]=[C:15]([CH3:20])[CH:14]=1>>[CH3:20][C:15]1[CH:14]=[CH:13][C:18]([O:19][C:3]2[N:4]=[N:5][C:6]([S:9][CH2:10][CH:11]=[CH2:12])=[CH:7][CH:8]=2)=[CH:17][CH:16]=1 |^1:0|. Procedure details: 0.23 g(0.01 mol) of metallic sodium was dissolved in 30 ml of dry p-cresol. To the resulting solution was added 1.87 g(0.01 mol) of 3-chloro-6-allylthiopyridazine and then the reaction solution was stirred for 5 hours at 100±5° C. After the reaction was allowed to stop, the reaction solution was cooled and adjusted to alkaline (pH 14) with 150 ml of 2N--NaOH, thereby precipitating the crystals. The precipitated crystal was extracted with diethyl ether, washed twice with purified water, dried ove... Reactants: OCCN1CCNCC1 (1-(2-hydroxyethyl)piperazine), C(C)(=O)O (acetic acid), C(C)(=O)O[BH-](OC(C)=O)OC(C)=O.[Na+] (sodium triacetoxyborohydride), Cl (hydrochloric acid), CC1=C2CNC(C2=C(C=C1)C=1N(C2=CC=C(C=C2C1)C=O)C(=O)OC(C)(C)C)=O (4-methyl-7-[1-(tert-butoxycarbonyl)-5-formylindol-2-yl]isoindolinone). The solvent is C(C)#N (acetonitrile). The product is CC1=C2CNC(C2=C(C=C1)C=1N(C2=CC=C(C=C2C1)CN1CCN(CC1)CCO)C(=O)OC(C)(C)C)=O (4-methyl-7-(1-(tert-butoxycarbonyl)-5-[4-(2-hydroxyethyl)pyperazin-1-ylmethyl]indol-2-yl)isoindolinone). Yield: 97.5%. Reaction SMILES: [CH3:1][C:2]1[CH:10]=[CH:9][C:8]([C:11]2[N:12]([C:22]([O:24][C:25]([CH3:28])([CH3:27])[CH3:26])=[O:23])[C:13]3[C:18]([CH:19]=2)=[CH:17][C:16]([CH:20]=O)=[CH:15][CH:14]=3)=[C:7]2[C:3]=1[CH2:4][NH:5][C:6]2=[O:29].[OH:30][CH2:31][CH2:32][N:33]1[CH2:38][CH2:37][NH:36][CH2:35][CH2:34]1.C(O)(=O)C.C(O[BH-](OC(=O)C)OC(=O)C)(=O)C.[Na+].Cl>C(#N)C>[CH3:1][C:2]1[CH:10]=[CH:9][C:8]([C:11]2[N:12]([C:22]([O:24][C:25]([CH3:28])([CH3:27])[CH3:26])=[O:23])[C:13]3[C:18]([CH:19]=2)=[CH:17][C:16]([CH2:20][N:36]2[CH2:37][CH2:38][N:33]([CH2:32][CH2:31][OH:30])[CH2:34][CH2:35]2)=[CH:15][CH:14]=3)=[C:7]2[C:3]=1[CH2:4][NH:5][C:6]2=[O:29] |f:3.4|. Procedure: In a similar manner to Step 2 of Example 6, 4-methyl-7-[1-(tert-butoxycarbonyl)-5-formylindol-2-yl]isoindolinone (100 mg, 0.256 mmol) was dissolved in acetonitrile (8 mL), and the solution was treated with 1-(2-hydroxyethyl)piperazine (133 mg, 1.02 mmol), acetic acid (0.307 mL, 5.12 mmol) and sodium triacetoxyborohydride (218 mg, 1.02 mmol). The reaction mixture was added with 1 mol/L hydrochloric acid and extracted with ethyl acetate. The organic layer was washed with sodium carbonate and satur... The reactants are peracid, C(O)([O-])=O.[Na+] (sodium hydrogen carbonate), ClC1=CC(=CC=C1)C(=O)OO (m-Chloroperbenzoic acid), C(C1=CC=CC=C1)(=O)OC[C@H]1CC=CC[C@@H]1COC(C1=CC=CC=C1)=O ((4S,5S)-4,5-bis(benzoyloxymethyl)-1-cyclohexene), S(=O)(O)[O-].[Na+] (sodium hydrogen sulfite). The solvent is CCCCCC (n-hexane), C(Cl)Cl (methylene chloride). Conditions: time 2 hour. The product is C(C1=CC=CC=C1)(=O)OC[C@H]1CC2OC2C[C@@H]1COC(C1=CC=CC=C1)=O ((3S,4S)-3,4-bis(benzoyloxymethyl)-7-oxabicyclo[4.1.0]heptane). Isolated yield 93.2%. Reaction SMILES: ClC1C=CC=C(C(OO)=[O:9])C=1.[C:12]([O:20][CH2:21][C@@H:22]1[C@@H:27]([CH2:28][O:29][C:30](=[O:37])[C:31]2[CH:36]=[CH:35][CH:34]=[CH:33][CH:32]=2)[CH2:26][CH:25]=[CH:24][CH2:23]1)(=[O:19])[C:13]1[CH:18]=[CH:17][CH:16]=[CH:15][CH:14]=1.S([O-])(O)=O.[Na+].C(=O)([O-])O.[Na+]>C(Cl)Cl.CCCCCC>[C:30]([O:29][CH2:28][C@@H:27]1[C@@H:22]([CH2:21][O:20][C:12](=[O:19])[C:13]2[CH:14]=[CH:15][CH:16]=[CH:17][CH:18]=2)[CH2:23][CH:24]2[CH:25]([O:9]2)[CH2:26]1)(=[O:37])[C:31]1[CH:36]=[CH:35][CH:34]=[CH:33][CH:32]=1 |f:2.3,4.5|. Procedure: m-Chloroperbenzoic acid (777 mg, 4.5 mmoles) was added to a solution of (4S,5S)-4,5-bis(benzoyloxymethyl)-1-cyclohexene (1.05 g, 3.0 mmoles) in methylene chloride (6 ml) under cooling with ice. After stirring the mixture at room temperature for 2 hours, a saturated aqueous solution of sodium hydrogen sulfite was added to the reaction mixture and the excessive peracid was decomposed, after which a saturated aqueous solution of sodium hydrogen carbonate was added and the whole mixture was subjecte... The reactants are [Al+3], [H-], [H-], [H-], [H-], [Li+], COC(=O)C1CC(O)CN1c1nc(N)nc(-c2cc(Cl)ccc2Cl)n1, C1CCOC1. The product is Nc1nc(-c2cc(Cl)ccc2Cl)nc(N2CC(O)CC2CO)n1. RXN SMILES: [Al+3:2].[H-:1].[H-:4].[H-:5].[H-:6].[Li+:3].[NH2:7][c:8]1[n:9][c:10]([N:22]2[CH:23]([C:28](=[O:29])[O:30][CH3:31])[CH2:24][CH:25]([OH:27])[CH2:26]2)[n:11][c:12](-[c:14]2[c:15]([Cl:21])[cH:16][cH:17][c:18]([Cl:20])[cH:19]2)[n:13]1.[O:32]1[CH2:33][CH2:34][CH2:35][CH2:36]1>>[NH2:7][c:8]1[n:9][c:10]([N:22]2[CH:23]([CH2:28][OH:29])[CH2:24][CH:25]([OH:27])[CH2:26]2)[n:11][c:12](-[c:14]2[c:15]([Cl:21])[cH:16][cH:17][c:18]([Cl:20])[cH:19]2)[n:13]1.